This data is from the Open Reaction Database (ORD), a public repository of structured organic reaction records. The task is: describe an organic reaction: reactants, conditions, products, and yield Starting materials: COC(=O)C1=C(C=CC2=CC=CC=C12)NS(=O)(=O)C1=C(C(=O)O)C=CC=C1 (2-({[1-(methoxycarbonyl)-2-naphthyl]amino}sulfonyl)benzoic acid), O.ON1N=NC2=C1C=CC=C2 (1-hydroxybenzotriazole hydrate), CN1CCOCC1 (4-methylmorpholine), Cl.CN(CCCN=C=NCC)C (1-(3-dimethylaminopropyl)-3-ethylcarbodiimide hydrochloride), COCCCN (1-methoxy-3-aminopropane), CN1CCOCC1 (4-methylmorpholine). Reagents/catalysts: CN(C1=CC=NC=C1)C (4-dimethylaminopyridine), CN(C1=CC=NC=C1)C (4-dimethylaminopyridine). The solvent is ClCCl (dichloromethane), O (water). Reaction conditions: time 10 minute. The product is COCCCNC(=O)C1=C(C=CC=C1)S(=O)(=O)NC1=C(C2=CC=CC=C2C=C1)C(=O)OC (methyl 2-{[(2-{[(3-methoxypropyl)amino]carbonyl}phenyl)sulfonyl]amino}-1-naphthoate). RXN SMILES: [CH3:1][O:2][C:3]([C:5]1[C:14]2[C:9](=[CH:10][CH:11]=[CH:12][CH:13]=2)[CH:8]=[CH:7][C:6]=1[NH:15][S:16]([C:19]1[CH:27]=[CH:26][CH:25]=[CH:24][C:20]=1[C:21](O)=[O:22])(=[O:18])=[O:17])=[O:4].O.ON1C2C=CC=CC=2N=N1.CN1CCOCC1.Cl.CN(C)CCCN=C=NCC.[CH3:58][O:59][CH2:60][CH2:61][CH2:62][NH2:63]>ClCCl.CN(C)C1C=CN=CC=1.O>[CH3:58][O:59][CH2:60][CH2:61][CH2:62][NH:63][C:21]([C:20]1[CH:24]=[CH:25][CH:26]=[CH:27][C:19]=1[S:16]([NH:15][C:6]1[CH:7]=[CH:8][C:9]2[C:14](=[CH:13][CH:12]=[CH:11][CH:10]=2)[C:5]=1[C:3]([O:2][CH3:1])=[O:4])(=[O:17])=[O:18])=[O:22] |f:1.2,4.5|. Procedure details: A solution of Example 149B (93.0 mg, 0.241 mmol) in dichloromethane (3.0 mL) was treated with 1-hydroxybenzotriazole hydrate (34 mg, 0.253 mmol) and 4-methylmorpholine (32 μL, 0.297 mmol), stirred at room temperature for 10 minutes, treated with 1-(3-dimethylaminopropyl)-3-ethylcarbodiimide hydrochloride (51 mg, 0.266 mmol), 4-dimethylaminopyridine (3 mg, 0.025 mmol), and 1-methoxy-3-aminopropane (37 μL, 0.363 mmol), stirred for 1 hour, heated to 40° C., stirred overnight, treated with 4-dimethy... Starting materials: C(C)(=O)NC1=C(C(=CC(=C1)C(F)(F)F)C(F)(F)F)[N+](=O)[O-] (1-acetamido-2-nitro-3,5-bis(trifluoromethyl)benzene). Run in Cl (HCl), CCO (EtOH). The product is [N+](=O)([O-])C1=C(N)C=C(C=C1C(F)(F)F)C(F)(F)F (2-nitro-3,5-bis(trifluoromethyl)aniline). The yield is 71.2%. Reaction SMILES: C([NH:4][C:5]1[CH:10]=[C:9]([C:11]([F:14])([F:13])[F:12])[CH:8]=[C:7]([C:15]([F:18])([F:17])[F:16])[C:6]=1[N+:19]([O-:21])=[O:20])(=O)C>Cl.CCO>[N+:19]([C:6]1[C:7]([C:15]([F:16])([F:17])[F:18])=[CH:8][C:9]([C:11]([F:12])([F:13])[F:14])=[CH:10][C:5]=1[NH2:4])([O-:21])=[O:20]. Procedure details: A mixture of 1-acetamido-2-nitro-3,5-bis(trifluoromethyl)benzene (200 mg, 0.63 mmol) in concentrated HCl (3 mL) and EtOH (3 mL) was refluxed overnight, then it was extracted by ethyl acetate (2×3 mL). The extract was dried over Mg2SO4 and evaporated to give 2-nitro-3,5-bis(trifluoromethyl)aniline 123 mg (71%). 1H NMR (DMSO-d6): δ 6.392 (s, 2H), 7.131 (s, 1H), 7.375 (s, 1H). Reactants: C([O-])([O-])=O.[Na+].[Na+] (sodium carbonate), C(C1=CC=CC=C1)N1CC(C(C1)S(=O)(=O)C)(C(F)(F)F)C1=CC(=CC(=C1)Cl)Cl (1-Benzyl-3-(3,5-dichlorophenyl)-4-(methylsulfonyl)-3-(trifluoromethyl)pyrrolidine), O (Water). The solvent is C1(=CC=CC=C1)C (toluene). Reaction conditions: time 5 minute. Product: C(C1=CC=CC=C1)N1CC(C=C1)(C(F)(F)F)C1=CC(=CC(=C1)Cl)Cl (1-benzyl-3-(3,5-dichlorophenyl)-3-(trifluoromethyl)-2,3-dihydro-1H-pyrrole). Isolated yield 63.2%. As a reaction SMILES: [CH2:1]([N:8]1[CH2:12][CH:11](S(C)(=O)=O)[C:10]([C:21]2[CH:26]=[C:25]([Cl:27])[CH:24]=[C:23]([Cl:28])[CH:22]=2)([C:17]([F:20])([F:19])[F:18])[CH2:9]1)[C:2]1[CH:7]=[CH:6][CH:5]=[CH:4][CH:3]=1.C(=O)([O-])[O-].[Na+].[Na+].O>C1(C)C=CC=CC=1>[CH2:1]([N:8]1[CH:12]=[CH:11][C:10]([C:21]2[CH:22]=[C:23]([Cl:28])[CH:24]=[C:25]([Cl:27])[CH:26]=2)([C:17]([F:20])([F:19])[F:18])[CH2:9]1)[C:2]1[CH:7]=[CH:6][CH:5]=[CH:4][CH:3]=1 |f:1.2.3|. Procedure details: 1-Benzyl-3-(3,5-dichlorophenyl)-4-(methylsulfonyl)-3-(trifluoromethyl)pyrrolidine (2.00 g, 95% purity, 4.13 mmol) was dissolved in toluene (40 mL) under a nitrogen atmosphere and sodium carbonate (1.31 g, 12.4 mmol) was added. The reaction mixture was heated to reflux for 150 minutes and cooled to room temperature. Water (20 mL) was added, the mixture stirred for 5 minutes and the phases separated. The water phase was extracted with toluene (20 mL) and solvent of the combined organic phases was ... The reactants are CC(C)=O, NC(=O)c1ccc2[nH]c(N3CCN(Cc4ccc(Cl)cc4)CC3)cc2c1, CC(C)I, [K+], [OH-]. Product: CC(C)n1c(N2CCN(Cc3ccc(Cl)cc3)CC2)cc2cc(C(N)=O)ccc21. Reaction SMILES: [CH3:33][C:34](=[O:35])[CH3:36].[Cl:1][c:2]1[cH:3][cH:4][c:5]([CH2:6][N:7]2[CH2:8][CH2:9][N:10]([c:13]3[nH:14][c:15]4[cH:16][cH:17][c:18]([C:22](=[O:23])[NH2:24])[cH:19][c:20]4[cH:21]3)[CH2:11][CH2:12]2)[cH:25][cH:26]1.[I:29][CH:30]([CH3:31])[CH3:32].[K+:28].[OH-:27]>>[Cl:1][c:2]1[cH:3][cH:4][c:5]([CH2:6][N:7]2[CH2:8][CH2:9][N:10]([c:13]3[n:14]([CH:30]([CH3:31])[CH3:32])[c:15]4[cH:16][cH:17][c:18]([C:22](=[O:23])[NH2:24])[cH:19][c:20]4[cH:21]3)[CH2:11][CH2:12]2)[cH:25][cH:26]1.